From a dataset of the Open Reaction Database (ORD), a public repository of structured organic reaction records. describe an organic reaction: reactants, conditions, products, and yield The reactants are C(C=C)N1C[C@H](N(C[C@@H]1C)[C@H](C1=CC=C(C=C1)Br)C=1C=C(C=CC1)O)C ((±)-3-((αR*)-α-((2R*,5S*)-4-allyl-2,5-dimethyl-1-piperazinyl)-4-bromobenzyl)phenol), C(CCC)[Li] (n-Butyllithium). The solvent is O1CCCC1 (tetrahydrofuran). Run at temperature -78 celsius, time 30 minute. Yields the product C(C=C)N1C[C@H](N(C[C@@H]1C)[C@H](C1=CC=CC=C1)C=1C=C(C=CC1)O)C ((±)-3-((αR*)-α-((2R*,5S*)-4-Allyl-2,5-dimethyl-1-piperazinyl)benzyl)phenol). The yield is 97.3%. Reaction SMILES: [CH2:1]([N:4]1[C@@H:9]([CH3:10])[CH2:8][N:7]([C@@H:11]([C:19]2[CH:20]=[C:21]([OH:25])[CH:22]=[CH:23][CH:24]=2)[C:12]2[CH:17]=[CH:16][C:15](Br)=[CH:14][CH:13]=2)[C@H:6]([CH3:26])[CH2:5]1)[CH:2]=[CH2:3].C([Li])CCC>O1CCCC1>[CH2:1]([N:4]1[C@@H:9]([CH3:10])[CH2:8][N:7]([C@@H:11]([C:19]2[CH:20]=[C:21]([OH:25])[CH:22]=[CH:23][CH:24]=2)[C:12]2[CH:17]=[CH:16][CH:15]=[CH:14][CH:13]=2)[C@H:6]([CH3:26])[CH2:5]1)[CH:2]=[CH2:3]. Procedure details: A solution of (±)-3-((αR*)-α-((2R*,5S*)-4-allyl-2,5-dimethyl-1-piperazinyl)-4-bromobenzyl)phenol (Example 2) (35.00 g, 0.0843 mol) in 400 mL anhydrous tetrahydrofuran was cooled to -78° C. n-Butyllithium (1.6M in hexane, 126 mL, 0.20 mol) was added dropwise. The reaction was stirred for 30 min. at -78° C. and then quenched with saturated ammonium chloride. After warming to room temperature, the reaction mixture was poured into 1000 mL ethyl acetate:1000 mL water. The ethyl acetate layer was wash... Reported procedure: 12.5 g of 4'-fluoro-3'-sulfamoylacetophenone were reacted as described in Example 12 with 9.2 g of bromine to give the 2-bromo-4'-fluoro-3'-sulfamoylacetophenone, melting point: 125° C. Product: BrCC(=O)C1=CC(=C(C=C1)F)S(N)(=O)=O (2-bromo-4'-fluoro-3'-sulfamoylacetophenone). Reaction SMILES: [F:1][C:2]1[CH:7]=[CH:6][C:5]([C:8](=[O:10])[CH3:9])=[CH:4][C:3]=1[S:11](=[O:14])(=[O:13])[NH2:12].[Br:15]Br>>[Br:15][CH2:9][C:8]([C:5]1[CH:6]=[CH:7][C:2]([F:1])=[C:3]([S:11](=[O:13])(=[O:14])[NH2:12])[CH:4]=1)=[O:10]. Starting materials: FC1=C(C=C(C=C1)C(C)=O)S(N)(=O)=O (4'-fluoro-3'-sulfamoylacetophenone), BrBr (bromine). The reactants are COC=1C=C(C=C(C1OC)OC)C(C#C)O (1-(3,4,5-trimethoxyphenyl)prop-2-yn-1-ol). Run in CC(=O)C (acetone), CC(=O)C.OS(=O)(=O)O.O=[Cr](=O)=O (Jones reagent). Product: COC=1C=C(C=C(C1OC)OC)C(C#C)=O (1-(3,4,5-trimethoxyphenyl)prop-2-yn-1-one). Yield: 76.4%. As a reaction SMILES: [CH3:1][O:2][C:3]1[CH:4]=[C:5]([CH:13]([OH:16])[C:14]#[CH:15])[CH:6]=[C:7]([O:11][CH3:12])[C:8]=1[O:9][CH3:10]>CC(C)=O.CC(C)=O.OS(O)(=O)=O.O=[Cr](=O)=O>[CH3:12][O:11][C:7]1[CH:6]=[C:5]([C:13](=[O:16])[C:14]#[CH:15])[CH:4]=[C:3]([O:2][CH3:1])[C:8]=1[O:9][CH3:10] |f:2.3.4|. Procedure details: To a stirred solution of 1-(3,4,5-trimethoxyphenyl)prop-2-yn-1-ol (100 mg, 0.44 mmol) in acetone (10 mL), aqueous Jones reagent was added dropwise at 0° C. until the red color persisted. The reaction mixture was quenched by 2-propanol, and the precipitate was were removed by filtered through Celite. The filtrate was diluted with EtOAc, washed several times with a saturated aqueous NaHCO3 solution, water and brine, dried over MgSO4, and concentrated to give crude product, which was purified by fl... Yields the product OC(C1=NC2=C(N1C)C=CC=C2)C2=CC1=C(N(C(N(C1=O)C)=O)CC(C)C)S2 ((±)-6-[1-Hydroxy-1-(1-methyl-1H-benzimidazol-2-yl)methyl]-3-methyl-1-(2-methylpropyl)thieno[2,3-d]pyrimidine-2,4(1H,3H)-dione). Conditions: time 10 minute. Reactants: C(C)(C)[N-]C(C)C.[Li+] (lithium diisopropylamide), CN1C(N(C2=C(C1=O)C=CS2)CC(C)C)=O (3-methyl-1-(2-methylpropyl)thieno[2,3-d]pyrimidine-2,4(1H,3H)-dione), resultant solution, CN1C(=NC2=C1C=CC=C2)C=O (1-methylbenzimidazole-2-carboxaldehyde). Reaction SMILES: C([N-]C(C)C)(C)C.[Li+].[CH3:9][N:10]1[C:15](=[O:16])[C:14]2[CH:17]=[CH:18][S:19][C:13]=2[N:12]([CH2:20][CH:21]([CH3:23])[CH3:22])[C:11]1=[O:24].[CH3:25][N:26]1[C:30]2[CH:31]=[CH:32][CH:33]=[CH:34][C:29]=2[N:28]=[C:27]1[CH:35]=[O:36]>O1CCCC1>[OH:36][CH:35]([C:18]1[S:19][C:13]2[N:12]([CH2:20][CH:21]([CH3:22])[CH3:23])[C:11](=[O:24])[N:10]([CH3:9])[C:15](=[O:16])[C:14]=2[CH:17]=1)[C:27]1[N:26]([CH3:25])[C:30]2[CH:31]=[CH:32][CH:33]=[CH:34][C:29]=2[N:28]=1 |f:0.1|. Procedure details: A solution of lithium diisopropylamide (3.15 mmol) in anhydrous tetrahydrofuran (5 ml) was added to a solution of 3-methyl-1-(2-methylpropyl)thieno[2,3-d]pyrimidine-2,4(1H,3H)-dione (500 mg) in anhydrous tetrahydrofuran (20 ml) at −78° C. After 10 minutes, 1-methylbenzimidazole-2-carboxaldehyde (600 mg) was added and the resultant solution kept at −78° C. for 1 hour. The reaction mixture was allowed to warm to ambient temperature and quenched with saturated sodium hydrogen carbonate solution. Th... Yield: 15.5%. Run in O1CCCC1 (tetrahydrofuran), O1CCCC1 (tetrahydrofuran). Reactants: CCCC[N+](CCCC)(CCCC)CCCC, [H-], [I-], [Na+], BrCc1cccc(Oc2ccccc2)c1, C1CCOC1, O, OCC1(CO)CC1. Product: OCC1(COCc2cccc(Oc3ccccc3)c2)CC1. As a reaction SMILES: [CH2:32]([N+:33]([CH2:34][CH2:35][CH2:36][CH3:37])([CH2:38][CH2:39][CH2:40][CH3:41])[CH2:42][CH2:43][CH2:44][CH3:45])[CH2:46][CH2:47][CH3:48].[H-:8].[I-:31].[Na+:9].[O:10]([c:11]1[cH:12][cH:13][cH:14][cH:15][cH:16]1)[c:17]1[cH:18][c:19]([CH2:20][Br:21])[cH:22][cH:23][cH:24]1.[O:26]1[CH2:27][CH2:28][CH2:29][CH2:30]1.[OH2:25].[OH:1][CH2:2][C:3]1([CH2:6][OH:7])[CH2:4][CH2:5]1>>[OH:1][CH2:2][C:3]1([CH2:6][O:7][CH2:20][c:19]2[cH:18][c:17]([O:10][c:11]3[cH:12][cH:13][cH:14][cH:15][cH:16]3)[cH:24][cH:23][cH:22]2)[CH2:4][CH2:5]1. Reactants: C([O-])([O-])=O.[K+].[K+] (Potassium carbonate), CI (methyl iodide), C(C)(C)(C)OC(=O)N[C@@H](CCOCC1=CC=CC=C1)C(=O)O (N-tert-butoxycarbonyl-O-benzyl-L-homoserine). The solvent is CN(C)C=O (DMF). Run at time 5 hour. Yields the product COC([C@@H](NC(=O)OC(C)(C)C)CCOCC1=CC=CC=C1)=O (N-tert-Butoxycarbonyl-O-Benzyl-L-Homoserine Methyl Ester). Yield: 96.6%. As a reaction SMILES: [C:1](=O)([O-])[O-].[K+].[K+].CI.[C:9]([O:13][C:14]([NH:16][C@H:17]([C:28]([OH:30])=[O:29])[CH2:18][CH2:19][O:20][CH2:21][C:22]1[CH:27]=[CH:26][CH:25]=[CH:24][CH:23]=1)=[O:15])([CH3:12])([CH3:11])[CH3:10]>CN(C=O)C>[CH3:1][O:29][C:28](=[O:30])[C@H:17]([CH2:18][CH2:19][O:20][CH2:21][C:22]1[CH:27]=[CH:26][CH:25]=[CH:24][CH:23]=1)[NH:16][C:14]([O:13][C:9]([CH3:12])([CH3:10])[CH3:11])=[O:15] |f:0.1.2|. Procedure: Potassium carbonate (2.07 g), methyl iodide (1.25 mL) were added to a solution of N-tert-butoxycarbonyl-O-benzyl-L-homoserine (3.10 g) in DMF (15 mL). After stirring at room temperature for 5 hr, the solvent was removed in vacuo. Ethyl acetate and water were added to the residue. The separated organic layer was washed with brine, dried over sodium sulfate, and evaporated in vacuo to give the title compound (3.13 g) as a pale yellow oil: 1H NMR (400 MHz, CDCl3) δ 1.44 (m, 9H), 1.95-2.15 (m, 2H), ...